From a dataset of the Open Reaction Database (ORD), a public repository of structured organic reaction records. describe an organic reaction: reactants, conditions, products, and yield The reactants are P(=O)(O)(O)CC(=O)O (Phosphonoacetic acid), CO (methyl alcohol). Product: P(=O)(O)(O)CC(=O)OC (Methyl Phosphonoacetate). Reaction SMILES: [P:1]([CH2:5][C:6]([OH:8])=[O:7])([OH:4])([OH:3])=[O:2].[CH3:9]O>>[P:1]([CH2:5][C:6]([O:8][CH3:9])=[O:7])([OH:4])([OH:3])=[O:2]. Procedure details: Phosphonoacetic acid, 5 g., was dissolved in 25 ml. methyl alcohol. Dry hydrogen chloride was bubbled through the solution for 30 minutes at O° C. The solution was refluxed for 4 hours. Evaporation of the solvent left an oil which was dried in vacuo over P2O5 and NaOH. The reactants are C(C1=CC=CC=C1)OCCCC=1NC=C(C1C1=CC=NC=C1)C1=CC=C(C=C1)F (2-(3-benzyloxypropyl)-4-(4-fluorophenyl)-3-(4-pyridyl)pyrrole), Cl (HCl), [H][H] (hydrogen). Reagents/catalysts: [Pd] (Pd on carbon). The solvent is C(C)O (ethanol). Yields the product FC1=CC=C(C=C1)C=1C(=C(NC1)CCCO)C1=CC=NC=C1 (4-(4-Fluorophenyl)-2-(3-hydroxypropyl)-3-(4-pyridyl)pyrrole). Yield: 94.5%. As a reaction SMILES: C([O:8][CH2:9][CH2:10][CH2:11][C:12]1[NH:13][CH:14]=[C:15]([C:23]2[CH:28]=[CH:27][C:26]([F:29])=[CH:25][CH:24]=2)[C:16]=1[C:17]1[CH:22]=[CH:21][N:20]=[CH:19][CH:18]=1)C1C=CC=CC=1.Cl.[H][H]>C(O)C.[Pd]>[F:29][C:26]1[CH:27]=[CH:28][C:23]([C:15]2[C:16]([C:17]3[CH:18]=[CH:19][N:20]=[CH:21][CH:22]=3)=[C:12]([CH2:11][CH2:10][CH2:9][OH:8])[NH:13][CH:14]=2)=[CH:24][CH:25]=1. Procedure: A solution of 2-(3-benzyloxypropyl)-4-(4-fluorophenyl)-3-(4-pyridyl)pyrrole (0.95 g, 0.0025 mol) in ethanol (125 mL) containing concentrated HCl (0.2 mL) was added to Pd on carbon (0.2 g). This mixture was placed in a hydrogen atmosphere for 16 hours on a Parr hydrogenator at 50 PSI. The mixture was filtered through Celite and triethylamine (0.5 mL) was added to the resulting solution, followed by evaporation in vacuo to give a solid. The solid was extracted into ethyl acetate (100 mL) and washe... Starting materials: CN1CCN(CC1)CC=1C=C(OCCCN)C=CC1 (3-[3-[(4-methyl-1-piperazinyl) methyl]phenoxy]-1-propanamine), BrC1=NN=C(S1)N (5-bromo-1,3,4-thiadiazole-2-amine). Product: CN1CCN(CC1)CC=1C=C(OCCCNC=2SC(=NN2)N)C=CC1 (N-[3-[3-[(4-Methyl-1-piperazinyl)methyl]phenoxy]propyl]1,3,4-thiadiazole-2,5-diamine). RXN SMILES: [CH3:1][N:2]1[CH2:7][CH2:6][N:5]([CH2:8][C:9]2[CH:10]=[C:11]([CH:17]=[CH:18][CH:19]=2)[O:12][CH2:13][CH2:14][CH2:15][NH2:16])[CH2:4][CH2:3]1.Br[C:21]1[S:25][C:24]([NH2:26])=[N:23][N:22]=1>>[CH3:1][N:2]1[CH2:3][CH2:4][N:5]([CH2:8][C:9]2[CH:10]=[C:11]([CH:17]=[CH:18][CH:19]=2)[O:12][CH2:13][CH2:14][CH2:15][NH:16][C:21]2[S:25][C:24]([NH2:26])=[N:23][N:22]=2)[CH2:6][CH2:7]1. Reported procedure: The compound is prepared by a method analogous to that of Example 51 from 3-[3-[(4-methyl-1-piperazinyl) methyl]phenoxy]-1-propanamine and 5-bromo-1,3,4-thiadiazole-2-amine. The reactants are BrC1=CC=C(C=C1)[C@H](O[C@H](C(=O)NCC#N)CC(C)C)C=1SC=CC1 ((2S)-2-{[(S)-(4-bromophenyl)(thien-2-yl)methyl]oxy}-N-(cyanomethyl)-4-methylpentanamide), N1(CCNCC1)C1=CC=C(C=C1)B(O)O (4-piperazin-1-ylphenylboronic acid), C(=O)([O-])[O-].[Na+].[Na+] (Na2CO3), aqueous solution. Solvent: CN(C)C=O (DMF). Run at temperature 85 celsius. Yields the product C(#N)CNC([C@H](CC(C)C)O[C@H](C=1SC=CC1)C1=CC=C(C=C1)C1=CC=C(C=C1)N1CCNCC1)=O ((2S)-N-(cyanomethyl)-4-methyl-2-{[(S)-(4′-piperazin-1-yl-1,1′-biphenyl-4-yl)(thien-2-yl)methyl]oxy}pentanamide). RXN SMILES: Br[C:2]1[CH:7]=[CH:6][C:5]([C@@H:8]([C:21]2[S:22][CH:23]=[CH:24][CH:25]=2)[O:9][C@@H:10]([CH2:17][CH:18]([CH3:20])[CH3:19])[C:11]([NH:13][CH2:14][C:15]#[N:16])=[O:12])=[CH:4][CH:3]=1.[N:26]1([C:32]2[CH:37]=[CH:36][C:35](B(O)O)=[CH:34][CH:33]=2)[CH2:31][CH2:30][NH:29][CH2:28][CH2:27]1.C([O-])([O-])=O.[Na+].[Na+]>CN(C=O)C>[C:15]([CH2:14][NH:13][C:11](=[O:12])[C@@H:10]([O:9][C@@H:8]([C:5]1[CH:6]=[CH:7][C:2]([C:35]2[CH:34]=[CH:33][C:32]([N:26]3[CH2:27][CH2:28][NH:29][CH2:30][CH2:31]3)=[CH:37][CH:36]=2)=[CH:3][CH:4]=1)[C:21]1[S:22][CH:23]=[CH:24][CH:25]=1)[CH2:17][CH:18]([CH3:20])[CH3:19])#[N:16] |f:2.3.4|. Procedure: To a solution of (2S)-2-{[(S)-(4-bromophenyl)(thien-2-yl)methyl]oxy}-N-(cyanomethyl)-4-methylpentanamide, from example 20, step 3 (113 mg, 0.27 mmol) in DMF (3 mL) was added 4-piperazin-1-ylphenylboronic acid (73 mg, 0.30 mmol), and a 2.0M aqueous solution of Na2CO3 (0.54 mL, 1.08 mmol). The mixture was placed under vacuum and purged with nitrogen 3 times before the PdCl2(dppf)2 was added (10 mg, 0.014 mmol). The reaction mixture was purged 3 other times with nitrogen and the reaction was heated...